Dataset: the Open Reaction Database (ORD), a public repository of structured organic reaction records. Task: describe an organic reaction: reactants, conditions, products, and yield The reactants are NC1=NNC=N1 (3-amino-1,2,4-triazole), C(C)OC(C(C(=O)OCC)C1=C(C(=CC(=C1)F)F)F)=O (diethyl(2,3,5-trifluorophenyl)-malonate), C(CCC)N(CCCC)CCCC (tributylamine). The solvent is [OH-].[Na+] (sodium hydroxide). Conditions: temperature 180 celsius, time 30 minute. Product: OC1=NC=2N(C(=C1C1=C(C(=CC(=C1)F)F)F)O)N=CN2 (5,7-dihydroxy-6-(2,3,5-trifluorophenyl)-[1,2,4]-triazolo-[1,5-a]pyrimidine). The yield is 91.5%. Reaction SMILES: [NH2:1][C:2]1[N:6]=[CH:5][NH:4][N:3]=1.C([O:9][C:10](=O)[CH:11]([C:17]1[CH:22]=[C:21]([F:23])[CH:20]=[C:19]([F:24])[C:18]=1[F:25])[C:12](OCC)=[O:13])C.C(N(CCCC)CCCC)CCC>[OH-].[Na+]>[OH:9][C:10]1[C:11]([C:17]2[CH:22]=[C:21]([F:23])[CH:20]=[C:19]([F:24])[C:18]=2[F:25])=[C:12]([OH:13])[N:3]2[N:4]=[CH:5][N:6]=[C:2]2[N:1]=1 |f:3.4|. Procedure details: A mixture of 3-amino-1,2,4-triazole (14 g), diethyl(2,3,5-trifluorophenyl)-malonate (0.17 mol, obtained from Ex. 1) and tributylamine (50 ml) was heated at 180° C. for six hours. The reaction mixture was cooled to about 70° C. After addition of aqueous sodium hydroxide (21 g/200 ml H2O) the reaction mixture was stirred for 30 minutes. After separation of the organic phase the aqueous phase was extracted with diethyl ether. The aqueous phase was acidified with concentrated hydrochloric acid. The ... The reactants are CC(=O)C (acetone), C1=CC=CC=C1 (benzene), OC1=CC=C(C=2C(C3=C(C=CC(=C3C(C12)=O)NCCN=C(C)C)NCCN=C(C)C)=O)O (1,4-Dihydroxy-5,8-bis[[2-[(1-methylethylidene)amino]ethyl]amino]-9,10-anthracenedione), C1(CCCCC1)=O (cyclohexanone), aldehyde. The solvent is C1(=CC=CC=C1)C (toluene). Product: C(CCCCCC)=NCCNC1=CC=C(C=2C(C3=C(C=CC(=C3C(C12)=O)O)O)=O)NCCN=CCCCCCC (1,4-Bis[[2-(heptylideneamino)ethyl]amino]-5,8-dihydroxy-9,10-anthracenedione). RXN SMILES: [CH3:1][C:2]([CH3:4])=[O:3].[C:5]1(=O)[CH2:10][CH2:9]C[CH2:7][CH2:6]1.[CH:12]1[CH:17]=[CH:16][CH:15]=[CH:14][CH:13]=1.[OH:18][C:19]1[C:32]2[C:31](=[O:33])[C:30]3C(=[C:26]([NH:41][CH2:42][CH2:43][N:44]=[C:45]([CH3:47])C)[CH:27]=[CH:28][C:29]=3[NH:34][CH2:35][CH2:36][N:37]=[C:38](C)C)C(=O)C=2[C:22]([OH:49])=[CH:21][CH:20]=1>C1(C)C=CC=CC=1>[CH:45](=[N:44][CH2:43][CH2:42][NH:41][C:26]1[C:4]2[C:2](=[O:3])[C:1]3[C:32](=[C:19]([OH:18])[CH:20]=[CH:21][C:22]=3[OH:49])[C:31](=[O:33])[C:30]=2[C:29]([NH:34][CH2:35][CH2:36][N:37]=[CH:38][CH2:12][CH2:17][CH2:16][CH2:15][CH2:14][CH3:13])=[CH:28][CH:27]=1)[CH2:47][CH2:7][CH2:6][CH2:5][CH2:10][CH3:9]. Procedure: When acetone and cyclohexanone were substituted for the aldehyde precursor in the general procedure for Examples 3-20 and the solvent was benzene or toluene the following compounds were obtained: 1,4-Dihydroxy-5,8-bis[[2-[(1-methylethylidene)amino]ethyl]amino]-9,10-anthracenedione; RXN SMILES: [Cl:1][C:2]1[CH:3]=[CH:4][C:5]([O:25][C:26]2[CH:31]=[C:30]([F:32])[C:29]([S:33](=[O:52])(=[O:51])[N:34](CC3C=CC(OC)=CC=3OC)[C:35]3[S:39][N:38]=[CH:37][N:36]=3)=[CH:28][C:27]=2[F:53])=[C:6]([C:8]2[CH:9]=[CH:10][C:11]3[O:15][N:14]=[C:13]([NH:16][C:17](=[O:23])[O:18][C:19]([CH3:22])([CH3:21])[CH3:20])[C:12]=3[CH:24]=2)[CH:7]=1.FC(F)(F)C(O)=O.C(=O)(O)[O-].[Na+].Cl>ClCCl>[S:39]1[C:35]([NH:34][S:33]([C:29]2[C:30]([F:32])=[CH:31][C:26]([O:25][C:5]3[CH:4]=[CH:3][C:2]([Cl:1])=[CH:7][C:6]=3[C:8]3[CH:9]=[CH:10][C:11]4[O:15][N:14]=[C:13]([NH:16][C:17](=[O:23])[O:18][C:19]([CH3:21])([CH3:22])[CH3:20])[C:12]=4[CH:24]=3)=[C:27]([F:53])[CH:28]=2)(=[O:51])=[O:52])=[N:36][CH:37]=[N:38]1 |f:2.3|. The yield is 59.0%. The solvent is ClCCl (dichloromethane), ClCCl (dichloromethane). Procedure: To a solution of tert-butyl (5-(5-chloro-2-(4-(N-(2,4-dimethoxybenzyl)-N-(1,2,4-thiadiazol-5-yl)sulfamoyl)-2,5-difluorophenoxy)phenyl)benzo[d]isoxazol-3-yl)carbamate (0.150 g, 0.19 mmol) in dichloromethane (2 mL) was added trifluoroacetic acid (0.1 mL) at 0° C. The reaction mixture was stirred for 20 minutes at 0° C. and saturated aqueous sodium bicarbonate (5 mL) was added. The mixture was allowed to warm to ambient temperature, diluted with dichloromethane (50 mL), and acidified to pH 5 with 1... Yields the product S1N=CN=C1NS(=O)(=O)C1=CC(=C(OC2=C(C=C(C=C2)Cl)C=2C=CC3=C(C(=NO3)NC(OC(C)(C)C)=O)C2)C=C1F)F (tert-butyl (5-(2-(4-(N-(1,2,4-thiadiazol-5-yl)sulfamoyl)-2,5-difluorophenoxy)-5-chlorophenyl)benzo[d]isoxazol-3-yl)carbamate). The reactants are ClC=1C=CC(=C(C1)C=1C=CC2=C(C(=NO2)NC(OC(C)(C)C)=O)C1)OC1=C(C=C(C(=C1)F)S(N(C1=NC=NS1)CC1=C(C=C(C=C1)OC)OC)(=O)=O)F (tert-butyl (5-(5-chloro-2-(4-(N-(2,4-dimethoxybenzyl)-N-(1,2,4-thiadiazol-5-yl)sulfamoyl)-2,5-difluorophenoxy)phenyl)benzo[d]isoxazol-3-yl)carbamate), FC(C(=O)O)(F)F (trifluoroacetic acid), Cl (hydrochloric acid), C([O-])(O)=O.[Na+] (sodium bicarbonate). Conditions: temperature 0 celsius, time 20 minute. Reactants: FC1=C(OC2=C(NS(=O)(=O)C)C=CC(=C2)C=O)C=CC(=C1)F (2'-(2,4-difluorophenoxy)-4'-formylmethanesulfonanilide), C1(=CC=CC=C1)P(C1=CC=CC=C1)(C1=CC=CC=C1)=CC(C)=O (triphenylphosphoranylideneacetone), C(C)(=O)OCC (ethyl acetate). The solvent is CS(=O)C (dimethylsulfoxide). Run at temperature 80 celsius, time 13 hour. The product is FC1=C(OC2=C(NS(=O)(=O)C)C=CC(=C2)C=CC(C)=O)C=CC(=C1)F (2'-(2,4-difluorophenoxy)-4'-(3-oxo-1-butenyl)methanesulfonanilide). The yield is 38.7%. Reaction SMILES: [F:1][C:2]1[CH:21]=[C:20]([F:22])[CH:19]=[CH:18][C:3]=1[O:4][C:5]1[CH:15]=[C:14]([CH:16]=O)[CH:13]=[CH:12][C:6]=1[NH:7][S:8]([CH3:11])(=[O:10])=[O:9].C1(P(=[CH:42][C:43](=[O:45])[CH3:44])(C2C=CC=CC=2)C2C=CC=CC=2)C=CC=CC=1.C(OCC)(=O)C>CS(C)=O>[F:1][C:2]1[CH:21]=[C:20]([F:22])[CH:19]=[CH:18][C:3]=1[O:4][C:5]1[CH:15]=[C:14]([CH:16]=[CH:42][C:43](=[O:45])[CH3:44])[CH:13]=[CH:12][C:6]=1[NH:7][S:8]([CH3:11])(=[O:10])=[O:9]. Reported procedure: A mixture of 2'-(2,4-difluorophenoxy)-4'-formylmethanesulfonanilide (2.3 g) and triphenylphosphoranylideneacetone (2.3 g) in dimethylsulfoxide (10 ml) was stirred for 13 hours at 80° C. After cooling of the mixture, ethyl acetate was added, and the resulting mixture was washed with water, then dried. The ethyl acetate layer was evaporated to dryness and the residue was purified by column chromatography on silica gel (80 g) eluting with a mixture of chloroform and methanol (200:1) and further rec... The reactants are C(C1=CC=CC=C1)C1(CC=C(CC1)C=1NC2=CC=C(C=C2C1C)C(F)(F)F)N(C)C ((±)-[1-Benzyl-4-(3-methyl-5-trifluoromethyl-1H-indol-2-yl)cyclohex-3-enyl]-dimethylamine). Reagents/catalysts: [Pd] (Pd/C). The solvent is CO (methanol). Reaction conditions: time 4 hour. Yields the product C(C1=CC=CC=C1)C1(CCC(CC1)C=1NC2=CC=C(C=C2C1C)C(F)(F)F)N(C)C (N-[1-Benzyl-4-(3-methyl-5-trifluoromethyl-1H-indol-2-yl)cyclohexyl]-N,N-dimethylamine). RXN SMILES: [CH2:1]([C:8]1([N:28]([CH3:30])[CH3:29])[CH2:13][CH2:12][C:11]([C:14]2[NH:15][C:16]3[C:21]([C:22]=2[CH3:23])=[CH:20][C:19]([C:24]([F:27])([F:26])[F:25])=[CH:18][CH:17]=3)=[CH:10][CH2:9]1)[C:2]1[CH:7]=[CH:6][CH:5]=[CH:4][CH:3]=1>CO.[Pd]>[CH2:1]([C:8]1([N:28]([CH3:30])[CH3:29])[CH2:13][CH2:12][CH:11]([C:14]2[NH:15][C:16]3[C:21]([C:22]=2[CH3:23])=[CH:20][C:19]([C:24]([F:26])([F:27])[F:25])=[CH:18][CH:17]=3)[CH2:10][CH2:9]1)[C:2]1[CH:3]=[CH:4][CH:5]=[CH:6][CH:7]=1. Procedure: (±)-[1-Benzyl-4-(3-methyl-5-trifluoromethyl-1H-indol-2-yl)cyclohex-3-enyl]-dimethylamine (220 mg, 0.53 mmol) was dissolved in methanol (50 ml), while heating, and Pd/C (5%, 100 mg) was added under argon. Hydrogenation was carried out at 40° C. under 3 bar for 4 h. The catalyst was then filtered off with suction over Celite and the filtrate was concentrated. The solid colourless residue was separated by chromatography [silica gel 60 (30 g); ethyl acetate/methanol (20:1; 500 ml); (4:1; 300 ml); (2... Starting materials: BrC=1C=CC=C2C=CC(=NC12)C1OC(OC1)(C)C (8-bromo-2-(2,2-dimethyl-1,3-dioxolan-4-yl)quinoline), N1CCC(CC1)CNC(OC(C)(C)C)=O (tert-butyl piperidin-4-ylmethylcarbamate), Binap-rac, C(=O)([O-])[O-].[Cs+].[Cs+] (Cs2CO3). Reagents/catalysts: CC(=O)[O-].CC(=O)[O-].[Pd+2] (Pd(OAc)2). Solvent: C1(=CC=CC=C1)C (toluene). The product is C(C)(C)(C)OC(NCC1CCN(CC1)C=1C=CC=C2C=CC(=NC12)C1OC(OC1)(C)C)=O (tert-butyl(1-(2-(2,2-dimethyl-1,3-dioxolan-4-yl)quinolin-8-yl)piperidin-4-yl)methylcarbamate). As a reaction SMILES: Br[C:2]1[CH:3]=[CH:4][CH:5]=[C:6]2[C:11]=1[N:10]=[C:9]([CH:12]1[CH2:16][O:15][C:14]([CH3:18])([CH3:17])[O:13]1)[CH:8]=[CH:7]2.[NH:19]1[CH2:24][CH2:23][CH:22]([CH2:25][NH:26][C:27](=[O:33])[O:28][C:29]([CH3:32])([CH3:31])[CH3:30])[CH2:21][CH2:20]1.C([O-])([O-])=O.[Cs+].[Cs+]>C1(C)C=CC=CC=1.CC([O-])=O.CC([O-])=O.[Pd+2]>[C:29]([O:28][C:27](=[O:33])[NH:26][CH2:25][CH:22]1[CH2:21][CH2:20][N:19]([C:2]2[CH:3]=[CH:4][CH:5]=[C:6]3[C:11]=2[N:10]=[C:9]([CH:12]2[CH2:16][O:15][C:14]([CH3:18])([CH3:17])[O:13]2)[CH:8]=[CH:7]3)[CH2:24][CH2:23]1)([CH3:32])([CH3:30])[CH3:31] |f:2.3.4,6.7.8|. Procedure: To 8-bromo-2-(2,2-dimethyl-1,3-dioxolan-4-yl)quinoline (101 mg, 0.328 mmol) in toluene (1.3 mL) was added tert-butyl piperidin-4-ylmethylcarbamate (84.3 mg, 0.393 mmol), Pd(OAc)2 (7.3 mg, 0.033 mmol), Binap-rac (25 mg, 0.039 mmol) and Cs2CO3 (235 mg, 0.721 mmol). The reaction was purged twice with nitrogen and heated at reflux overnight. The reaction mixture was cooled to ambient temperature and filtered through Celite, and the solids were washed with EtOAc (20 mL). The filtrate was concentrated... Starting materials: CC(=O)OC(C)=O, C1CCOC1, Cc1c(C)c2c(c(C)c1O)CCC(C)(CC(=O)O)O2, c1ccncc1. Yields the product CC(=O)Oc1c(C)c(C)c2c(c1C)CCC(C)(CC(=O)O)O2. As a reaction SMILES: [CH3:26][C:27](=[O:28])[O:29][C:30](=[O:31])[CH3:32].[O:33]1[CH2:34][CH2:35][CH2:36][CH2:37]1.[OH:1][c:2]1[c:3]([CH3:19])[c:4]2[c:9]([c:10]([CH3:13])[c:11]1[CH3:12])[O:8][C:7]([CH3:14])([CH2:15][C:16](=[O:17])[OH:18])[CH2:6][CH2:5]2.[cH:20]1[cH:21][cH:22][n:23][cH:24][cH:25]1>>[O:1]([c:2]1[c:3]([CH3:19])[c:4]2[c:9]([c:10]([CH3:13])[c:11]1[CH3:12])[O:8][C:7]([CH3:14])([CH2:15][C:16](=[O:17])[OH:18])[CH2:6][CH2:5]2)[C:27]([CH3:26])=[O:28].